describe an organic reaction: reactants, conditions, products, and yield From a dataset of the Open Reaction Database (ORD), a public repository of structured organic reaction records. Reactants: C(C)(C)(C)OC(=O)N1CC2CN(CC2C1)C=1SC=CN1 (5-thiazol-2-yl-hexahydro-pyrrolo[3,4-c]pyrrole-2-carboxylic acid tert-butyl-ester), Cl (HCl). Reaction conditions: time 1 hour. Yields the product Cl.S1C(=NC=C1)N1CC2CNCC2C1 (2-thiazol-2-yl-octahydro-pyrrolo[3,4-c]pyrrole hydrochloride). Isolated yield 41.0%. As a reaction SMILES: C(OC([N:8]1[CH2:15][CH:14]2[CH:10]([CH2:11][N:12]([C:16]3[S:17][CH:18]=[CH:19][N:20]=3)[CH2:13]2)[CH2:9]1)=O)(C)(C)C.[ClH:21]>>[ClH:21].[S:17]1[CH:18]=[CH:19][N:20]=[C:16]1[N:12]1[CH2:11][CH:10]2[CH:14]([CH2:15][NH:8][CH2:9]2)[CH2:13]1 |f:2.3|. Reported procedure: 400 mg (1.36 mmol) 5-thiazol-2-yl-hexahydro-pyrrolo[3,4-c]pyrrole-2-carboxylic acid tert-butyl-ester was dissolved in an ethereal HCl soln. After stirring for 1 h at RT, the resulting precipitate was filtered off and subsequently washed with ether. 130 mg (0.56 mmol, 41%) 2-thiazol-2-yl-octahydro-pyrrolo[3,4-c]pyrrole hydrochloride was thus obtained. Reactants: C1(CC1)COC1=C(C=CC(=N1)C(=O)O)N1CC(C1)(F)F (6-(cyclopropylmethoxy)-5-(3,3-difluoroazetidin-1-yl)picolinic acid), Cl.N[C@H](C(=O)OC)C(C)(C)C ((S)-methyl 2-amino-3,3-dimethylbutanoate hydrochloride). Yields the product C1(CC1)COC1=C(C=CC(=N1)C(=O)N[C@H](C(=O)OC)C(C)(C)C)N1CC(C1)(F)F ((S)-Methyl 2-(6-(cyclopropylmethoxy)-5-(3,3-difluoroazetidin-1-yl)picolinamido)-3,3-dimethylbutanoate). Reaction SMILES: [CH:1]1([CH2:4][O:5][C:6]2[N:11]=[C:10]([C:12]([OH:14])=O)[CH:9]=[CH:8][C:7]=2[N:15]2[CH2:18][C:17]([F:20])([F:19])[CH2:16]2)[CH2:3][CH2:2]1.Cl.[NH2:22][C@@H:23]([C:28]([CH3:31])([CH3:30])[CH3:29])[C:24]([O:26][CH3:27])=[O:25]>>[CH:1]1([CH2:4][O:5][C:6]2[N:11]=[C:10]([C:12]([NH:22][C@@H:23]([C:28]([CH3:31])([CH3:30])[CH3:29])[C:24]([O:26][CH3:27])=[O:25])=[O:14])[CH:9]=[CH:8][C:7]=2[N:15]2[CH2:18][C:17]([F:20])([F:19])[CH2:16]2)[CH2:2][CH2:3]1 |f:1.2|. Procedure: The title compound was synthesized in analogy to Example 1, using 6-(cyclopropylmethoxy)-5-(3,3-difluoroazetidin-1-yl)picolinic acid (Example 69 b) and (S)-methyl 2-amino-3,3-dimethylbutanoate hydrochloride (CAN 63038-27-7) as starting materials. MS (EI): m/e=412.3 [M+H]+. RXN SMILES: [NH2:1][C:2]1[CH:3]=[C:4]([CH3:13])[C:5]([CH2:8][CH2:9][CH2:10][C:11]#[N:12])=[N:6][CH:7]=1.[H-].[Al+3].[Li+].[H-].[H-].[H-]>O1CCCC1.C(OCC)C>[NH2:1][C:2]1[CH:3]=[C:4]([CH3:13])[C:5]([CH2:8][CH2:9][CH2:10][CH2:11][NH2:12])=[N:6][CH:7]=1 |f:1.2.3.4.5.6|. Isolated yield 88.4%. Reactants: NC=1C=C(C(=NC1)CCCC#N)C (5-Amino-2-(3-cyanopropyl)-3-methylpyridine), [H-].[Al+3].[Li+].[H-].[H-].[H-] (lithium aluminium hydride). The product is NC=1C=C(C(=NC1)CCCCN)C (5-amino-2-(4-aminobutyl)-3-methylpyridine). Solvent: O1CCCC1 (tetrahydrofuran), C(C)OCC (diethylether). Procedure: 5-Amino-2-(3-cyanopropyl)-3-methylpyridine (23.0 g) was reduced with lithium aluminium hydride (12.47 g) in a mixture of tetrahydrofuran (750 ml) and diethylether (750 ml) over 3 hours, to give 5-amino-2-(4-aminobutyl)-3-methylpyridine (20.8 g) as an amber oil. N.M.R. (CDCl3): assignment, δ (p.p.m.) multiplicity; --CH2CH2CH2NH2, 1.3-1.9, m; 3--CH3, 2.22, s; CH2 (CH2)2CH2NH2, 2.6-2.8, m; 5--NH2, ca 3.5, broad resonance; 4-pyridyl proton, 6.77, d; 6-pyridyl proton, 7.88, d.